From a dataset of the Open Reaction Database (ORD), a public repository of structured organic reaction records. describe an organic reaction: reactants, conditions, products, and yield Starting materials: C([O-])(O)=O.[Na+] (sodium bicarbonate), IC1=C(C=C(C(=O)O)C=C1)O (4-iodo-3-hydroxybenzoic acid), S(O)(O)(=O)=O (sulphuric acid), O (water). Solvent: CO (methanol). Yields the product IC1=C(C=C(C(=O)OC)C=C1)O (Methyl 4-iodo-3-hydroxybenzoate). As a reaction SMILES: [I:1][C:2]1[CH:10]=[CH:9][C:5]([C:6]([OH:8])=[O:7])=[CH:4][C:3]=1[OH:11].S(=O)(=O)(O)O.O.[C:18](=O)(O)[O-].[Na+]>CO>[I:1][C:2]1[CH:10]=[CH:9][C:5]([C:6]([O:8][CH3:18])=[O:7])=[CH:4][C:3]=1[OH:11] |f:3.4|. Procedure details: A solution of 4-iodo-3-hydroxybenzoic acid (2.71 g, 10 mmol) and sulphuric acid (0.7 ml) in methanol (17 ml) is refluxed for 6 h. 20 ml of water are added and the mixture is basified with sodium bicarbonate until neutral. The mixture is extracted with ethyl ether (60 ml). The organic phase is washed with twice 30 ml of water, dried over magnesium sulphate and concentrated on a rotary evaporator under vacuum at 40° C. The product is purified by flash chromatography on a column of silica (50% ethy... Reactants: CN1N=CC(=C1C(NC1=CC=2N(C=C1)N=C(N2)C2=CC=CC=C2)=O)C(=O)O (1-methyl-5-(2-phenyl-[1,2,4]triazolo[1,5-a]pyridin-7-ylcarbamoyl)-1H-pyrazole-4-carboxylic acid), C(C)NC (N-ethylmethylamine), N-diisopropylethylamine, CCCP(=O)=O (propylphosphonic anhydride). Solvent: O1CCCC1 (tetrahydrofurane), C(C)(=O)OCC (ethyl acetate). Reaction conditions: temperature 70 celsius, time 2 hour. The product is C(C)N(C(=O)C=1C=NN(C1C(=O)NC1=CC=2N(C=C1)N=C(N2)C2=CC=CC=C2)C)C (N4-ethyl-N4,1-dimethyl-N5-(2-phenyl-[1,2,4]triazolo[1,5-a]pyridin-7-yl)-1H-pyrazole-4,5-dicarboxamide). Isolated yield 54.5%. Reaction SMILES: [CH3:1][N:2]1[C:6]([C:7](=[O:24])[NH:8][C:9]2[CH:14]=[CH:13][N:12]3[N:15]=[C:16]([C:18]4[CH:23]=[CH:22][CH:21]=[CH:20][CH:19]=4)[N:17]=[C:11]3[CH:10]=2)=[C:5]([C:25]([OH:27])=O)[CH:4]=[N:3]1.[CH2:28]([NH:30][CH3:31])[CH3:29].CCCP(=O)=O>O1CCCC1.C(OCC)(=O)C>[CH2:28]([N:30]([CH3:31])[C:25]([C:5]1[CH:4]=[N:3][N:2]([CH3:1])[C:6]=1[C:7]([NH:8][C:9]1[CH:14]=[CH:13][N:12]2[N:15]=[C:16]([C:18]3[CH:19]=[CH:20][CH:21]=[CH:22][CH:23]=3)[N:17]=[C:11]2[CH:10]=1)=[O:24])=[O:27])[CH3:29]. Procedure details: A mixture of 1-methyl-5-(2-phenyl-[1,2,4]triazolo[1,5-a]pyridin-7-ylcarbamoyl)-1H-pyrazole-4-carboxylic acid (600 mg, 1.66 mmol), N-ethylmethylamine (427 ul, 4.97 mmole), N-diisopropylethylamine (868 ul, 4.97 mmol) and propylphosphonic anhydride (50% in ethyl acetate, 2.44 ml, 4.14 mmol) in tetrahydrofurane (30 ml) is stirred for 2 hours at 70° C. The cooled solution is diluted with ethyl acetate, washed once with sat. aqueous sodium bicarbonate solution, once with brine, dried with magnesium su... Starting materials: CCN=C=NCCCN(C)C.Cl (EDCI.HCl), N[C@H](CC1=CN(C2=CC=CC=C12)C(=O)OCC1=CC=CC=C1)C(=O)N[C@H](CCC(OCC1=CC=CC=C1)=O)C(=O)OC(C)(C)C (DTrp(Z)-DGlu(OBzl)-OtBu), C(=O)(O)[O-].[Na+] (NaHCO3), N([C@@H](CO)C(=O)N[C@H](C(C)C)C(=O)N[C@@H](CC(C)C)C(=O)O)C(=O)OC(C)(C)C (Boc-Ser-DVal-Leu), C=1C=CC2=C(C1)N=NN2O (HOBT). The solvent is ClCCl (dichloromethane), O (H2O), C(Cl)(Cl)Cl (chloroform). Conditions: time 2 hour. The product is N([C@@H](CO)C(=O)N[C@H](C(C)C)C(=O)N[C@@H](CC(C)C)C(=O)N[C@H](CC1=CN(C2=CC=CC=C12)C(=O)OCC1=CC=CC=C1)C(=O)N[C@@H](CCC(OCC1=CC=CC=C1)=O)C(=O)OC(C)(C)C)C(=O)OC(C)(C)C (Boc-Ser-DVal-Leu-DTrp(Z)-Glu(OBzl)-OtBu). The yield is 89.0%. RXN SMILES: [NH2:1][C@@H:2]([C:23]([NH:25][C@@H:26]([C:39]([O:41][C:42]([CH3:45])([CH3:44])[CH3:43])=[O:40])[CH2:27][CH2:28][C:29](=[O:38])[O:30][CH2:31][C:32]1[CH:37]=[CH:36][CH:35]=[CH:34][CH:33]=1)=[O:24])[CH2:3][C:4]1[C:12]2[C:7](=[CH:8][CH:9]=[CH:10][CH:11]=2)[N:6]([C:13]([O:15][CH2:16][C:17]2[CH:22]=[CH:21][CH:20]=[CH:19][CH:18]=2)=[O:14])[CH:5]=1.[NH:46]([C:68]([O:70][C:71]([CH3:74])([CH3:73])[CH3:72])=[O:69])[C@H:47]([C:50]([NH:52][C@@H:53]([C:57]([NH:59][C@H:60]([C:65](O)=[O:66])[CH2:61][CH:62]([CH3:64])[CH3:63])=[O:58])[CH:54]([CH3:56])[CH3:55])=[O:51])[CH2:48][OH:49].C1C=CC2N(O)N=NC=2C=1.CCN=C=NCCCN(C)C.Cl.C([O-])(O)=O.[Na+]>ClCCl.C(Cl)(Cl)Cl.O>[NH:46]([C:68]([O:70][C:71]([CH3:74])([CH3:73])[CH3:72])=[O:69])[C@H:47]([C:50]([NH:52][C@@H:53]([C:57]([NH:59][C@H:60]([C:65]([NH:1][C@@H:2]([C:23]([NH:25][C@H:26]([C:39]([O:41][C:42]([CH3:45])([CH3:44])[CH3:43])=[O:40])[CH2:27][CH2:28][C:29](=[O:38])[O:30][CH2:31][C:32]1[CH:37]=[CH:36][CH:35]=[CH:34][CH:33]=1)=[O:24])[CH2:3][C:4]1[C:12]2[C:7](=[CH:8][CH:9]=[CH:10][CH:11]=2)[N:6]([C:13]([O:15][CH2:16][C:17]2[CH:22]=[CH:21][CH:20]=[CH:19][CH:18]=2)=[O:14])[CH:5]=1)=[O:66])[CH2:61][CH:62]([CH3:63])[CH3:64])=[O:58])[CH:54]([CH3:56])[CH3:55])=[O:51])[CH2:48][OH:49] |f:3.4,5.6|. Reported procedure: To a solution of DTrp(Z)-DGlu(OBzl)-OtBu(184 mg, prepared in Example(1-c)), Boc-Ser-DVal-Leu(125 mg, prepared in Example(1-b)) and HOBT.H2O(51 mg) in dichloromethane (1 ml) was added EDCI.HCl(63 mg) under ice cooling. The reaction mixture was stirred at room temperature for 2 h and saturated NaHCO3 (1 ml) was added. The mixture was extracted with dichloromethane(15 ml×3). The combined organic layers were dried over MgSO4, filtered and concentrated under reduced pressure. The residue was purified... The reactants are O=Cc1ccc(Cc2ccccc2)nc1, CC(=O)[O-], CC(=O)O, C[N+](=O)[O-], [NH4+]. Yields the product O=[N+]([O-])C=Cc1ccc(Cc2ccccc2)nc1. RXN SMILES: [CH2:1]([c:2]1[cH:3][cH:4][cH:5][cH:6][cH:7]1)[c:8]1[cH:9][cH:10][c:11]([CH:14]=[O:15])[cH:12][n:13]1.[CH3:21][C:22](=[O:23])[O-:24].[CH3:25][C:26](=[O:27])[OH:28].[N+:16](=[O:17])([O-:18])[CH3:19].[NH4+:20]>>[CH2:1]([c:2]1[cH:3][cH:4][cH:5][cH:6][cH:7]1)[c:8]1[cH:9][cH:10][c:11]([CH:14]=[CH:19][N+:16](=[O:17])[O-:18])[cH:12][n:13]1. Reactants: ClC1=CC=CC=C1Cl (2,3-dichlorobenzene), [Cl-].[Al+3].[Cl-].[Cl-] (aluminum chloride), ClC(C[Si](Cl)(Cl)Cl)C(C)Cl ((2,3-dichlorobutyl)trichlorosilane). Reaction conditions: time 30 minute. Yields the product ClC1=C(C=CC(=C1)Cl)C(CC[Si](Cl)(Cl)Cl)(C)C1=C(C=C(C=C1)Cl)Cl ([3,3-bis(2,4-dichlorophenyl)butyl]trichlorosilane). The yield is 114.2%. Reaction SMILES: Cl[C:2]1[C:7]([Cl:8])=[CH:6][CH:5]=[CH:4][CH:3]=1.[Cl-:9].[Al+3].[Cl-:11].[Cl-:12].Cl[CH:14]([CH:20](Cl)[CH3:21])[CH2:15][Si:16]([Cl:19])([Cl:18])[Cl:17]>>[Cl:9][C:2]1[CH:7]=[C:6]([Cl:11])[CH:5]=[CH:4][C:3]=1[C:20]([C:2]1[CH:3]=[CH:4][C:5]([Cl:12])=[CH:6][C:7]=1[Cl:8])([CH3:21])[CH2:14][CH2:15][Si:16]([Cl:19])([Cl:18])[Cl:17] |f:1.2.3.4|. Procedure: In the same apparatus and procedures as EXAMPLE 2 above, 26.3 ml (230 mmol) of 2,3-dichlorobenzene and 1.23 g (9.2 mmol) of aluminum chloride were alkylated with 11.91 g (45.7 mmol) of (2,3-dichlorobutyl)trichlorosilane for 20 min at 90° C. The aluminum chloride catalyst was quenched with POCl3 and then stirred for another 30 min to complete the deactivation. Freshly distilled hexane (50 ml) was added to the reaction mixture and insoluble solids in hexane were filtered from the organic soultion....